Dataset: the Open Reaction Database (ORD), a public repository of structured organic reaction records. Task: describe an organic reaction: reactants, conditions, products, and yield Isolated yield 91.0%. Run at temperature 40 celsius, time 16 hour. Product: N=1C(=CC=2C=CC=CC2C1C3CCCCC3)C. Starting materials: N1=CC2=CC=CC=C2C=C1C, O=C(O)C1CCCCC1. The reagents and catalysts are O=S(=O)(O)OOS(=O)(=O)O.N. Run in O, O=S(C)C. Reactants: CS(=O)C (dimethyl sulfoxide), C(C)(=O)OC=1C(=C(C2=C(CC(O2)(C)CBr)C1C)C)C (5-acetoxy-2-bromomethyl-2,4,6,7-tetramethyl-2,3-dihydrobenzofuran), [C-]#N.[Na+] (sodium cyanide). The solvent is O (water). Conditions: temperature 80 celsius, time 6 hour. Product: C(C)(=O)OC=1C=CC2=C(CCO2)C1 (5-acetoxy-2,3-dihydrobenzofuran), C(C)(=O)OC=1C(=C(C2=C(CC(O2)(C)CC#N)C1C)C)C (5-acetoxy-2-cyanomethyl-2,4,6,7-tetramethyl-2,3-dihydrobenzofuran). As a reaction SMILES: CS(C)=O.[C:5]([O:8][C:9]1[C:10]([CH3:23])=[C:11]([CH3:22])[C:12]2[O:16][C:15]([CH2:18]Br)([CH3:17])[CH2:14][C:13]=2[C:20]=1[CH3:21])(=[O:7])[CH3:6].[C-:24]#[N:25].[Na+]>O>[C:5]([O:8][C:9]1[CH:10]=[CH:11][C:12]2[O:16][CH2:15][CH2:14][C:13]=2[CH:20]=1)(=[O:7])[CH3:6].[C:5]([O:8][C:9]1[C:10]([CH3:23])=[C:11]([CH3:22])[C:12]2[O:16][C:15]([CH2:18][C:24]#[N:25])([CH3:17])[CH2:14][C:13]=2[C:20]=1[CH3:21])(=[O:7])[CH3:6] |f:2.3|. Procedure: To a dimethyl sulfoxide (5 ml) solution of 5-acetoxy-2-bromomethyl-2,4,6,7-tetramethyl-2,3-dihydrobenzofuran [1.5 g(4.58 mmol)] was added sodium cyanide [270 mg (5.5 mmol)], and the mixture was stirred at 80° C. for 6 hours under argon atmosphere. The reaction mixture was, after cooling, diluted with water, and subjected to extraction with ethyl acetate. The extract was washed with water and dried, followed by distilling off the solvent. The residue was purified by means of a silica gel column c... Starting materials: CO, O=C([O-])CCc1cc(I)ccn1, [Na+], [OH-]. The product is OCc1cc(I)ccn1. RXN SMILES: [CH3:13][OH:14].[I:1][c:2]1[cH:3][c:4]([CH2:8][CH2:9][C:10]([O-:11])=[O:12])[n:5][cH:6][cH:7]1.[Na+:16].[OH-:15]>>[I:1][c:2]1[cH:3][c:4]([CH2:8][OH:14])[n:5][cH:6][cH:7]1. Starting materials: CCCCC(CC)CNCC(CC)CCCC (2,2′-diethylhexylamine), BrC(C(=O)Cl)C (2-bromopropionyl chloride). Yields the product BrC(C(=O)N(CC(CCCC)CC)CC(CCCC)CC)C (2-bromo-N,N-bis(2-ethylhexyl)propanamide). Yield: 98.0%. Reaction SMILES: [CH3:1][CH2:2][CH2:3][CH2:4][CH:5]([CH2:8][NH:9][CH2:10][CH:11]([CH2:14][CH2:15][CH2:16][CH3:17])[CH2:12][CH3:13])[CH2:6][CH3:7].[Br:18][CH:19]([CH3:23])[C:20](Cl)=[O:21]>>[Br:18][CH:19]([CH3:23])[C:20]([N:9]([CH2:8][CH:5]([CH2:6][CH3:7])[CH2:4][CH2:3][CH2:2][CH3:1])[CH2:10][CH:11]([CH2:12][CH3:13])[CH2:14][CH2:15][CH2:16][CH3:17])=[O:21]. Reported procedure: Step A is conducted starting with 2,2′-diethylhexylamine and 2-bromopropionyl chloride and leads to 2-bromo-N,N-bis(2-ethylhexyl)propanamide (Yield: 98%) for which the 1H and 13C NMR characterisations are the following: The yield is 99.9%. Reactants: C(C)OC1=C(C=CC(=C1)[N+](=O)[O-])C(O)C1=NC=CC(=C1)C ((2-ethoxy-4-nitrophenyl)(4-methylpyridin-2-yl)methanol). RXN SMILES: [CH2:1]([O:3][C:4]1[CH:9]=[C:8]([N+:10]([O-])=O)[CH:7]=[CH:6][C:5]=1[CH:13]([C:15]1[CH:20]=[C:19]([CH3:21])[CH:18]=[CH:17][N:16]=1)[OH:14])[CH3:2]>C(O)C.[C].[Pd]>[NH2:10][C:8]1[CH:7]=[CH:6][C:5]([CH:13]([C:15]2[CH:20]=[C:19]([CH3:21])[CH:18]=[CH:17][N:16]=2)[OH:14])=[C:4]([O:3][CH2:1][CH3:2])[CH:9]=1 |f:2.3|. The product is NC1=CC(=C(C=C1)C(O)C1=NC=CC(=C1)C)OCC ((4-amino-2-ethoxyphenyl)(4-methylpyridin-2-yl)methanol). Reported procedure: (2-ethoxy-4-nitrophenyl)(4-methylpyridin-2-yl)methanol (1.9 g) was dissolved in ethanol (100 ml), and the solution was reduced by catalytic hydrogenation with 10% palladium-carbon (0.2 g) of 50% hydration overnight. The catalyst was removed, and the solvent of the filtrate was evaporated to give (4-amino-2-ethoxyphenyl)(4-methylpyridin-2-yl)methanol (1.7 g) as colorless crystals. The reagents and catalysts are [C].[Pd] (palladium-carbon). Run in C(C)O (ethanol). The reactants are O=C(c1ncc[nH]1)c1ncc[nH]1, CCOC(=O)CC(=O)O, Cc1c(C(=O)O)cccc1[N+](=O)[O-], [Mg], C1CCOC1. The product is CCOC(=O)CC(=O)c1cccc([N+](=O)[O-])c1C. As a reaction SMILES: [C:14]([c:15]1[nH:16][cH:17][cH:18][n:19]1)([c:20]1[nH:21][cH:22][cH:23][n:24]1)=[O:25].[CH2:27]([CH3:28])[O:29][C:30]([CH2:31][C:32]([OH:33])=[O:34])=[O:35].[CH3:1][c:2]1[c:3]([C:4](=[O:5])[OH:6])[cH:7][cH:8][cH:9][c:10]1[N+:11](=[O:12])[O-:13].[Mg:26].[O:36]1[CH2:37][CH2:38][CH2:39][CH2:40]1>>[CH3:1][c:2]1[c:3]([C:4](=[O:6])[CH2:31][C:30]([O:29][CH2:27][CH3:28])=[O:35])[cH:7][cH:8][cH:9][c:10]1[N+:11](=[O:12])[O-:13]. Reactants: O (water), OC1=CC2=C(C(CO2)=O)C=C1 (6-hydroxy-2H-benzofuran-3-one), CC=1C=C(C=O)C=CC1O (3-methyl-4-hydroxybenzaldehyde), Cl (hydrochloric acid). Run in CO (methanol). Product: CC=1C=C(C=CC1O)C=C1OC2=C(C1=O)C=CC(=C2)O (2-[(3-methyl-4-hydroxyphenyl)methylene]-6-hydroxy-3(2H)-benzofuranone). Isolated yield 68.3%. As a reaction SMILES: [OH:1][C:2]1[CH:11]=[CH:10][C:5]2[C:6](=[O:9])[CH2:7][O:8][C:4]=2[CH:3]=1.[CH3:12][C:13]1[CH:14]=[C:15]([CH:18]=[CH:19][C:20]=1[OH:21])[CH:16]=O.Cl.O>CO>[CH3:12][C:13]1[CH:14]=[C:15]([CH:16]=[C:7]2[C:6](=[O:9])[C:5]3[CH:10]=[CH:11][C:2]([OH:1])=[CH:3][C:4]=3[O:8]2)[CH:18]=[CH:19][C:20]=1[OH:21]. Reported procedure: After 6-hydroxy-2H-benzofuran-3-one 1 g and 3-methyl-4-hydroxybenzaldehyde 1.00 g were dissolved in methanol 70 ml, concentrated hydrochloric acid 60 ml was added, and the mixture was refluxed for 1.5 hours. The solution was cooled to room temperature, and water 250 ml was added. Precipitated crystals were filtered and dried over phosphorous pentoxide at a temperature of 60° C. for four hours under reduced pressure to obtain the desired compound 1.22 g. Reactants: Cl.Cl.Cl.NCCCN(C)CCCNCC1=CC=C(C=C1)C#N (N-{3-[N-(3-aminopropyl)-N-methylamino]propyl}-p-cyanobenzylamine trihydrochloride), C(#N)C1=CC=C(C=O)C=C1 (p-cyanobenzaldehyde), ClC1=CC=C(C=C1)CC=O (p-chlorophenylacetaldehyde). The product is Cl.Cl.Cl.NCCCN(C)CCCNCCC1=CC=C(C=C1)Cl (N-{3-[N-(3-aminopropyl)-N-metylamino]propyl}-2-(p-chlorophenyl)ethylamine trihydrochloride). Yield: 51.0%. RXN SMILES: [ClH:1].Cl.Cl.[NH2:4][CH2:5][CH2:6][CH2:7][N:8]([CH2:10][CH2:11][CH2:12][NH:13]CC1C=CC(C#N)=CC=1)[CH3:9].C(C1C=CC(C=O)=CC=1)#N.[Cl:33][C:34]1[CH:39]=[CH:38][C:37]([CH2:40][CH:41]=O)=[CH:36][CH:35]=1>>[ClH:33].[ClH:1].[ClH:33].[NH2:4][CH2:5][CH2:6][CH2:7][N:8]([CH2:10][CH2:11][CH2:12][NH:13][CH2:41][CH2:40][C:37]1[CH:38]=[CH:39][C:34]([Cl:33])=[CH:35][CH:36]=1)[CH3:9] |f:0.1.2.3,6.7.8.9|. Procedure: In a similar manner to that described above, N-{3-[N-(3-aminopropyl)-N-methylamino]propyl}-p-cyanobenzylamine trihydrochloride (81% yeild) and N-{3-[N-(3-aminopropyl)-N-metylamino]propyl}-2-(p-chlorophenyl)ethylamine trihydrochloride (51% yield) were obtained from p-cyanobenzaldehyde and p-chlorophenylacetaldehyde, respectively. The physicochemical properties of these compounds were as shown in Table 8.